This data is from the Open Reaction Database (ORD), a public repository of structured organic reaction records. The task is: describe an organic reaction: reactants, conditions, products, and yield The reactants are Cn1c2cccc(Br)c2c2c(CC(=O)O)nn(-c3ccccc3)c(=O)c21, O=C(n1ccnc1)n1ccnc1, C1CCNC1, O. Yields the product Cn1c2cccc(Br)c2c2c(CC(=O)N3CCCC3)nn(-c3ccccc3)c(=O)c21. Reaction SMILES: [Br:1][c:2]1[c:3]2[c:4]3[c:5]([n:6]([CH3:11])[c:7]2[cH:8][cH:9][cH:10]1)[c:12](=[O:26])[n:13](-[c:20]1[cH:21][cH:22][cH:23][cH:24][cH:25]1)[n:14][c:15]3[CH2:16][C:17](=[O:18])[OH:19].[C:27]([n:28]1[cH:29][cH:30][n:31][cH:32]1)([n:33]1[cH:34][cH:35][n:36][cH:37]1)=[O:38].[CH2:39]1[CH2:40][CH2:41][NH:42][CH2:43]1.[OH2:44]>>[Br:1][c:2]1[c:3]2[c:4]3[c:5]([n:6]([CH3:11])[c:7]2[cH:8][cH:9][cH:10]1)[c:12](=[O:26])[n:13](-[c:20]1[cH:21][cH:22][cH:23][cH:24][cH:25]1)[n:14][c:15]3[CH2:16][C:17](=[O:18])[N:42]1[CH2:41][CH2:40][CH2:39][CH2:43]1. The reactants are C1(=CC=CC=C1)/C=C/C(C)=O (E-4-phenyl-3-buten-2-one), S1C(=CC=C1)C=O (2-thiophenecarboxaldehyde), [OH-].[Na+] (sodium hydroxide), O (water). Solvent: C(C)O (ethanol). Conditions: time 15 hour. The product is S1C(=CC=C1)\C=C\C(\C=C\C1=CC=CC=C1)=O (E,E-1-(2-thienyl)-5-phenyl-1,4-pentadien-3-one). Yield: 79.2%. Reaction SMILES: [C:1]1(/[CH:7]=[CH:8]/[C:9](=[O:11])[CH3:10])[CH:6]=[CH:5][CH:4]=[CH:3][CH:2]=1.[S:12]1[CH:16]=[CH:15][CH:14]=[C:13]1[CH:17]=O.[OH-].[Na+].O>C(O)C>[S:12]1[CH:16]=[CH:15][CH:14]=[C:13]1/[CH:17]=[CH:10]/[C:9](=[O:11])/[CH:8]=[CH:7]/[C:1]1[CH:6]=[CH:5][CH:4]=[CH:3][CH:2]=1 |f:2.3|. Procedure: A mixture of 65.1 g (0.45 mol) of E-4-phenyl-3-buten-2-one, 50 g (0.45 mol) of 2-thiophenecarboxaldehyde, 4 mL of aqueous 10% sodium hydroxide, 50 mL of water, and 75 mL of ethanol was stirred at ambient temperature for 15 hours. The solid which separated was collected by filtration and air dried to give 85.6 g (80% yield) of E,E-1-(2-thienyl)-5-phenyl-1,4-pentadien-3-one as a yellow solid. 1H NMR, IR, and FDMS analyses were consistent with the expected structure. Starting materials: BrC=1C=C2C(=NC1)C(CN2C2=C(C(=NC1=CC(=CC=C21)F)C=2C(=NC=CC2)C)C)(C)C (4-(6-bromo-3,3-dimethyl-2,3-dihydro-1H-pyrrolo[3,2-b]pyridin-1-yl)-7-fluoro-3-methyl-2-(2-methylpyridin-3-yl)-quinoline), CC(C)C1=CC(=C(C(=C1)C(C)C)C2=C(C=CC=C2)P(C3CCCCC3)C4CCCCC4)C(C)C (XPhos), N1CCOCC1 (morpholine), CC(C)([O-])C.[Na+] (sodium tert-butoxide). Reagents/catalysts: C=1C=CC(=CC1)/C=C/C(=O)/C=C/C2=CC=CC=C2.C=1C=CC(=CC1)/C=C/C(=O)/C=C/C2=CC=CC=C2.C=1C=CC(=CC1)/C=C/C(=O)/C=C/C2=CC=CC=C2.[Pd].[Pd] (Pd2dba3). Run in C1(=CC=CC=C1)C (toluene). Reaction conditions: temperature 120 celsius. The product is CC1(CN(C=2C1=NC=C(C2)N2CCOCC2)C2=C(C(=NC1=CC(=CC=C21)F)C=2C(=NC=CC2)C)C)C (4-(3,3-Dimethyl-6-(4-morpholinyl)-2,3-dihydro-1H-pyrrolo[3,2-b]pyridin-1-yl)-7-fluoro-3-methyl-2-(2-methyl-3-pyridinyl)quinoline). Reaction SMILES: Br[C:2]1[CH:3]=[C:4]2[N:10]([C:11]3[C:20]4[C:15](=[CH:16][C:17]([F:21])=[CH:18][CH:19]=4)[N:14]=[C:13]([C:22]4[C:23]([CH3:28])=[N:24][CH:25]=[CH:26][CH:27]=4)[C:12]=3[CH3:29])[CH2:9][C:8]([CH3:31])([CH3:30])[C:5]2=[N:6][CH:7]=1.[NH:32]1[CH2:37][CH2:36][O:35][CH2:34][CH2:33]1.CC(C)([O-])C.[Na+].CC(C1C=C(C(C)C)C(C2C=CC=CC=2P(C2CCCCC2)C2CCCCC2)=C(C(C)C)C=1)C>C1(C)C=CC=CC=1.C1C=CC(/C=C/C(/C=C/C2C=CC=CC=2)=O)=CC=1.C1C=CC(/C=C/C(/C=C/C2C=CC=CC=2)=O)=CC=1.C1C=CC(/C=C/C(/C=C/C2C=CC=CC=2)=O)=CC=1.[Pd].[Pd]>[CH3:31][C:8]1([CH3:30])[C:5]2=[N:6][CH:7]=[C:2]([N:32]3[CH2:37][CH2:36][O:35][CH2:34][CH2:33]3)[CH:3]=[C:4]2[N:10]([C:11]2[C:20]3[C:15](=[CH:16][C:17]([F:21])=[CH:18][CH:19]=3)[N:14]=[C:13]([C:22]3[C:23]([CH3:28])=[N:24][CH:25]=[CH:26][CH:27]=3)[C:12]=2[CH3:29])[CH2:9]1 |f:2.3,6.7.8.9.10|. Reported procedure: Prepared according to procedure N using 4-(6-bromo-3,3-dimethyl-2,3-dihydro-1H-pyrrolo[3,2-b]pyridin-1-yl)-7-fluoro-3-methyl-2-(2-methylpyridin-3-yl)-quinoline (41 mg, 0.086 mmol), Pd2dba3 (7.86 mg, 8.59 μmol), morpholine (8.23 μL, 0.094 mmol), sodium tert-butoxide (16.5 mg, 0.172 mmol) and XPhos (8.19 mg, 0.017 mmol) in toluene (1.5 mL) and heating in the microwave for 1 h at 120° C. After purification 4-(3,3-dimethyl-6-(4-morpholinyl)-2,3-dihydro-1H-pyrrolo[3,2-b]pyridin-1-yl)-7-fluoro-3-methy... The reactants are C(CC(O)(C(=O)O)CC(=O)O)(=O)O (citric acid), C(CC(O)(C(=O)O)CC(=O)O)(=O)O (citric acid), ClC1=C(C=C(C=C1)CN1C(C2=CC=CC=C2C1=O)=O)O (2-[(4-Chloro-3-hydroxyphenyl)methyl]-1H-isoindole-1,3(2H)-dione), ClC=1C=C(C#N)C=C(C1)F (3-chloro-5-fluorobenzonitrile), C(=O)([O-])[O-].[K+].[K+] (K2CO3). The solvent is CCOC(=O)C (EtOAc), CN1CCCC1=O (NMP). Conditions: time 8 hour. The product is ClC=1C=C(C#N)C=C(C1)OC1=C(C=CC(=C1)CN1C(C2=CC=CC=C2C1=O)=O)Cl (3-chloro-5-({2-chloro-5-[(1,3-dioxo-1,3-dihydro-2H-isoindol-2-yl)methyl]phenyl}oxy)benzonitrile). Isolated yield 48.3%. RXN SMILES: [Cl:1][C:2]1[CH:7]=[CH:6][C:5]([CH2:8][N:9]2[C:17](=[O:18])[C:16]3[C:11](=[CH:12][CH:13]=[CH:14][CH:15]=3)[C:10]2=[O:19])=[CH:4][C:3]=1[OH:20].[Cl:21][C:22]1[CH:23]=[C:24]([CH:27]=[C:28](F)[CH:29]=1)[C:25]#[N:26].C([O-])([O-])=O.[K+].[K+].C(O)(=O)CC(CC(O)=O)(C(O)=O)O>CCOC(C)=O.CN1C(=O)CCC1>[Cl:21][C:22]1[CH:23]=[C:24]([CH:27]=[C:28]([O:20][C:3]2[CH:4]=[C:5]([CH2:8][N:9]3[C:17](=[O:18])[C:16]4[C:11](=[CH:12][CH:13]=[CH:14][CH:15]=4)[C:10]3=[O:19])[CH:6]=[CH:7][C:2]=2[Cl:1])[CH:29]=1)[C:25]#[N:26] |f:2.3.4|. Procedure: 2-[(4-Chloro-3-hydroxyphenyl)methyl]-1H-isoindole-1,3(2H)-dione (0.50 g, 2.3 mmol), 3-chloro-5-fluorobenzonitrile (0.54 g, 3.5 mmol), K2CO3 (1.0 g, 7.0 mmol) and NMP (5.0 mL) were added to a round bottom flask. The reaction mixture was placed in an oil bath at 110° C. and stirred overnight. The reaction mixture was cooled to RT and aqueous 10% citric acid (25 mL) and EtOAc (25 mL) were added. Additional aqueous 10% citric acid was added until pH ˜4-5, the layers were separated and the aqueous la...